Dataset: the Open Reaction Database (ORD), a public repository of structured organic reaction records. Task: describe an organic reaction: reactants, conditions, products, and yield Starting materials: C1(CC1)COC1=C(C=C(C=C1)S(=O)(=O)C)B1OC(C(O1)(C)C)(C)C (2-[2-(cyclopropylmethoxy)-5-methylsulfonylphenyl]-4,4,5,5-tetramethyl-1,3,2-dioxaborolane), BrC=1C2=C(C(N(C1)C)=O)C=CO2 (7-bromo-5-methylfuro[3,2-c]pyridin-4-one), BrC1=CN(C(C2=CC=C(C=C12)C(F)(F)F)=O)C (4-bromo-2-methyl-6-(trifluoromethyl)isoquinolin-1-one). Yields the product C1(CC1)COC1=C(C=C(C=C1)S(=O)(=O)CC)C=1C2=C(C(N(C1)C)=O)C=CO2 (7-[2-(cyclopropylmethoxy)-5-ethylsulfonylphenyl]-5-methylfuro[3,2-c]pyridin-4-one). As a reaction SMILES: [CH:1]1([CH2:4][O:5][C:6]2[CH:11]=[CH:10][C:9]([S:12]([CH3:15])(=[O:14])=[O:13])=[CH:8][C:7]=2B2OC(C)(C)C(C)(C)O2)[CH2:3][CH2:2]1.Br[C:26]1[C:27]2[O:36][CH:35]=[CH:34][C:28]=2[C:29](=[O:33])[N:30]([CH3:32])[CH:31]=1.Br[C:38]1C2C(=CC=C(C(F)(F)F)C=2)C(=O)N(C)C=1>>[CH:1]1([CH2:4][O:5][C:6]2[CH:11]=[CH:10][C:9]([S:12]([CH2:15][CH3:38])(=[O:13])=[O:14])=[CH:8][C:7]=2[C:26]2[C:27]3[O:36][CH:35]=[CH:34][C:28]=3[C:29](=[O:33])[N:30]([CH3:32])[CH:31]=2)[CH2:2][CH2:3]1. Reported procedure: The title compound was prepared in a manner similar to Example 197, by substituting 2-[2-(cyclopropylmethoxy)-5-ethylsulfonylphenyl]-4,4,5,5-tetramethyl-1,3,2-dioxaborolane for 2-[2-(cyclopropylmethoxy)-5-methylsulfonylphenyl]-4,4,5,5-tetramethyl-1,3,2-dioxaborolane and 7-bromo-5-methylfuro[3,2-c]pyridin-4-one for 4-bromo-2-methyl-6-(trifluoromethyl)isoquinolin-1-one. 1H NMR (DMSO-d6, 400 MHz) δ 7.88 (m, 4H), 7.33 (d, J=9.4 Hz, 1H), 7.01 (d, J=2.0 Hz, 1H), 4.02 (d, J=6.8 Hz, 2H), 3.58 (s, 3H), 3...